This data is from the Open Reaction Database (ORD), a public repository of structured organic reaction records. The task is: describe an organic reaction: reactants, conditions, products, and yield Reactants: C(C1=CC=CC=C1)OC=1C=CC(=NC1)C=1NC(=CC1)C(CC1CCOCC1)C1=CC=C(C=C1)S(=O)(=O)C1CC1 (5-(benzyloxy)-2-(5-[1-[4-(cyclopropylsulfonyl)phenyl]-2-(tetrahydro-2H-pyran-4-yl)ethyl]-1H-pyrrol-2-yl)pyridine), C(C)O (ethanol). The reagents and catalysts are [C].[Pd] (palladium carbon). Solvent: O1CCCC1 (tetrahydrofuran). Reaction conditions: time 16 hour. Yields the product C1(CC1)S(=O)(=O)C1=CC=C(C=C1)C(CC1CCOCC1)C1=CC=C(N1)C1=CC=C(C=N1)O (6-(5-{1-[4-(cyclopropylsulfonyl)phenyl]-2-(tetrahydro-2H-pyran-4-yl)ethyl}-1H-pyrrol-2-yl)pyridin-3-ol). Isolated yield 98.6%. As a reaction SMILES: C([O:8][C:9]1[CH:10]=[CH:11][C:12]([C:15]2[NH:16][C:17]([CH:20]([C:28]3[CH:33]=[CH:32][C:31]([S:34]([CH:37]4[CH2:39][CH2:38]4)(=[O:36])=[O:35])=[CH:30][CH:29]=3)[CH2:21][CH:22]3[CH2:27][CH2:26][O:25][CH2:24][CH2:23]3)=[CH:18][CH:19]=2)=[N:13][CH:14]=1)C1C=CC=CC=1.C(O)C>[C].[Pd].O1CCCC1>[CH:37]1([S:34]([C:31]2[CH:32]=[CH:33][C:28]([CH:20]([C:17]3[NH:16][C:15]([C:12]4[N:13]=[CH:14][C:9]([OH:8])=[CH:10][CH:11]=4)=[CH:19][CH:18]=3)[CH2:21][CH:22]3[CH2:27][CH2:26][O:25][CH2:24][CH2:23]3)=[CH:29][CH:30]=2)(=[O:36])=[O:35])[CH2:39][CH2:38]1 |f:2.3|. Procedure: To a solution of 5-(benzyloxy)-2-(5-[1-[4-(cyclopropylsulfonyl)phenyl]-2-(tetrahydro-2H-pyran-4-yl)ethyl]-1H-pyrrol-2-yl)pyridine (1.97 g) in a mixed solvent of ethanol (30 mL) and tetrahydrofuran (30 mL) was added 10% palladium carbon (200 mg), and the mixture was stirred at room temperature for 16 hr under a hydrogen atmosphere. The reaction mixture was filtered, and the filtrate was concentrated under reduced pressure. The residue was purified by silica gel column chromatography (ethyl acetat... Reactants: CC(C)(C)C(=O)Oc2ccc1ncccc1c2 (substrate), O=C(Cc1ccccc1)c2ccccc2 (effective_coupling_partner). The reagents and catalysts are dcypt. Reaction conditions: temperature 150 celsius, time 24 hour. Yields the product O=C(c1ccccc1)C(c2ccccc2)c4ccc3ncccc3c4. Starting materials: C1(CCCCC1)CN1C=C(C2=CC=CC(=C12)OC)C(=O)N (1-cyclohexylmethyl-7-methoxy-1H-indole-3-carboxylic acid amide), ClCC(=O)CCl (1,3-dichloroacetone). Run in ClCCl (dichloromethane), C1(=CC=CC=C1)C (toluene). Product: ClCC=1N=C(OC1)C1=CN(C2=C(C=CC=C12)OC)CC1CCCCC1 (3-(4-chloromethyl-oxazol-2-yl)-1-cyclohexylmethyl-7-methoxy-1H-indole). Yield: 81.1%. RXN SMILES: [CH:1]1([CH2:7][N:8]2[C:16]3[C:11](=[CH:12][CH:13]=[CH:14][C:15]=3[O:17][CH3:18])[C:10]([C:19]([NH2:21])=[O:20])=[CH:9]2)[CH2:6][CH2:5][CH2:4][CH2:3][CH2:2]1.[Cl:22][CH2:23][C:24]([CH2:26]Cl)=O>C1(C)C=CC=CC=1.ClCCl>[Cl:22][CH2:23][C:24]1[N:21]=[C:19]([C:10]2[C:11]3[C:16](=[C:15]([O:17][CH3:18])[CH:14]=[CH:13][CH:12]=3)[N:8]([CH2:7][CH:1]3[CH2:2][CH2:3][CH2:4][CH2:5][CH2:6]3)[CH:9]=2)[O:20][CH:26]=1. Procedure details: To a solution of 1-cyclohexylmethyl-7-methoxy-1H-indole-3-carboxylic acid amide (500 mg, 1.75 mmol) in toluene (4 ml) was added 1,3-dichloroacetone (333 mg, 2.62 mmol) and the reaction mixture subjected to microwave irradiation at 150° C. for 30 minutes. The resulting black solution was diluted with dichloromethane (50 ml) and washed with 5% aqueous sodium carbonate solution (5×20 ml), dried over magnesium sulfate, filtered and the solvent removed in vacuo. The resulting brown oil was purified b...